This data is from the Open Reaction Database (ORD), a public repository of structured organic reaction records. The task is: describe an organic reaction: reactants, conditions, products, and yield Reported procedure: 4-Chlorobenzene sulfonic acid (19 mg) was added to a solution of 4-{(1R)-2-[(6-{4-[3-(cyclopentylsulfonyl)phenyl]butoxy}hexyl)amino]-1-hydroxyethyl}-2-(hydroxymethyl)phenol (55 mg) (dissolved by gentle warming) in propan-2-ol (0.5 ml) at 21°. After a few minutes crystals had separated out. These were collected, and rinsed with propan-2-ol to give crystals of the title compound, δ (DMSO-d6) 9.40 (1H,s), 8.42 (2H, br s), 7.72-7.67 (2H, m), 7.62-7.55 (4H, m), 7.38 (2H, m), 7.32 (1H, d, J=2 Hz), 7.0... Reaction SMILES: [Cl:1][C:2]1[CH:7]=[CH:6][C:5]([S:8]([OH:11])(=[O:10])=[O:9])=[CH:4][CH:3]=1.[CH:12]1([S:17]([C:20]2[CH:21]=[C:22]([CH2:26][CH2:27][CH2:28][CH2:29][O:30][CH2:31][CH2:32][CH2:33][CH2:34][CH2:35][CH2:36][NH:37][CH2:38][C@@H:39]([C:41]3[CH:46]=[CH:45][C:44]([OH:47])=[C:43]([CH2:48][OH:49])[CH:42]=3)[OH:40])[CH:23]=[CH:24][CH:25]=2)(=[O:19])=[O:18])[CH2:16][CH2:15][CH2:14][CH2:13]1>CC(O)C>[CH:12]1([S:17]([C:20]2[CH:21]=[C:22]([CH2:26][CH2:27][CH2:28][CH2:29][O:30][CH2:31][CH2:32][CH2:33][CH2:34][CH2:35][CH2:36][NH:37][CH2:38][C@@H:39]([C:41]3[CH:46]=[CH:45][C:44]([OH:47])=[C:43]([CH2:48][OH:49])[CH:42]=3)[OH:40])[CH:23]=[CH:24][CH:25]=2)(=[O:19])=[O:18])[CH2:16][CH2:15][CH2:14][CH2:13]1.[Cl:1][C:2]1[CH:3]=[CH:4][C:5]([S:8]([O-:11])(=[O:9])=[O:10])=[CH:6][CH:7]=1 |f:3.4|. The product is C1(CCCC1)S(=O)(=O)C=1C=C(C=CC1)CCCCOCCCCCCNC[C@H](O)C1=CC(=C(C=C1)O)CO.ClC1=CC=C(C=C1)S(=O)(=O)[O-] (4-{(1R)-2-[(6-{4-[3-(Cyclopentylsulfonyl)phenyl]butoxy}hexyl)amino]-1-hydroxyethyl}-2-(hydroxymethyl)phenol 4-chlorobenzene sulfonate), 2m. Run in CC(C)O (propan-2-ol). Reactants: ClC1=CC=C(C=C1)S(=O)(=O)O (4-Chlorobenzene sulfonic acid), C1(CCCC1)S(=O)(=O)C=1C=C(C=CC1)CCCCOCCCCCCNC[C@H](O)C1=CC(=C(C=C1)O)CO (4-{(1R)-2-[(6-{4-[3-(cyclopentylsulfonyl)phenyl]butoxy}hexyl)amino]-1-hydroxyethyl}-2-(hydroxymethyl)phenol). Starting materials: CC(C)(C)OC(=O)Cn1ccc2ccc(O)cc21, O=C([O-])[O-], CC#N, FC(F)(F)Oc1ccc(-c2ccc(CCl)cn2)cc1, [Cs+], [Cs+], [I-], [K+]. The product is CC(C)(C)OC(=O)Cn1ccc2ccc(OCc3ccc(-c4ccc(OC(F)(F)F)cc4)nc3)cc21. RXN SMILES: [C:1]([CH3:2])([CH3:3])([CH3:4])[O:5][C:6]([CH2:7][n:8]1[cH:9][cH:10][c:11]2[cH:12][cH:13][c:14]([OH:17])[cH:15][c:16]12)=[O:18].[C:38](=[O:39])([O-:40])[O-:41].[CH3:46][C:47]#[N:48].[Cl:19][CH2:20][c:21]1[cH:22][cH:23][c:24](-[c:27]2[cH:28][cH:29][c:30]([O:33][C:34]([F:35])([F:36])[F:37])[cH:31][cH:32]2)[n:25][cH:26]1.[Cs+:42].[Cs+:43].[I-:45].[K+:44]>>[C:1]([CH3:2])([CH3:3])([CH3:4])[O:5][C:6]([CH2:7][n:8]1[cH:9][cH:10][c:11]2[cH:12][cH:13][c:14]([O:17][CH2:20][c:21]3[cH:22][cH:23][c:24](-[c:27]4[cH:28][cH:29][c:30]([O:33][C:34]([F:35])([F:36])[F:37])[cH:31][cH:32]4)[n:25][cH:26]3)[cH:15][c:16]12)=[O:18]. The reactants are [Si](C1=CC=CC=C1)(C1=CC=CC=C1)(C(C)(C)C)OCC=1C(=C(C2=C(C(=NO2)C(=O)OCC)C1)F)N1C[C@H](O[C@H](C1)C)C (Ethyl 5-((tert-butyldiphenylsilyloxy)methyl)-6-((2R,6S)-2,6-dimethylmorpholino)-7-fluorobenzo[d]isoxazole-3-carboxylate), [Si](C1=CC=CC=C1)(C1=CC=CC=C1)(C(C)(C)C)OCC=1C(=C(C2=C(C(=NO2)C(=O)OCC)C1)F)N1C[C@H](O[C@H](C1)C)C (Ethyl 5-((tert-butyldiphenylsilyloxy)methyl)-6-((2R,6S)-2,6-dimethylmorpholino)-7-fluorobenzo[d]isoxazole-3-carboxylate), Cl.FC1(CNC1)F (3,3-difluoroazetidine hydrochloride). Yields the product [Si](C1=CC=CC=C1)(C1=CC=CC=C1)(C(C)(C)C)OCC=1C(=C(C2=C(C(=NO2)C(=O)N2CC(C2)(F)F)C1)F)N1C[C@H](O[C@H](C1)C)C ((5-((tert-butyldiphenylsilyloxy)methyl)-6-((2R,6S)-2,6-dimethylmorpholino)-7-fluorobenzo[d]isoxazol-3-yl)(3,3-difluoroazetidin-1-yl)methanone). As a reaction SMILES: [Si:1]([O:18][CH2:19][C:20]1[C:21]([N:35]2[CH2:40][C@H:39]([CH3:41])[O:38][C@H:37]([CH3:42])[CH2:36]2)=[C:22]([F:34])[C:23]2[O:27][N:26]=[C:25]([C:28](OCC)=[O:29])[C:24]=2[CH:33]=1)([C:14]([CH3:17])([CH3:16])[CH3:15])([C:8]1[CH:13]=[CH:12][CH:11]=[CH:10][CH:9]=1)[C:2]1[CH:7]=[CH:6][CH:5]=[CH:4][CH:3]=1.Cl.[F:44][C:45]1([F:49])[CH2:48][NH:47][CH2:46]1>>[Si:1]([O:18][CH2:19][C:20]1[C:21]([N:35]2[CH2:36][C@H:37]([CH3:42])[O:38][C@H:39]([CH3:41])[CH2:40]2)=[C:22]([F:34])[C:23]2[O:27][N:26]=[C:25]([C:28]([N:47]3[CH2:48][C:45]([F:49])([F:44])[CH2:46]3)=[O:29])[C:24]=2[CH:33]=1)([C:14]([CH3:16])([CH3:15])[CH3:17])([C:2]1[CH:3]=[CH:4][CH:5]=[CH:6][CH:7]=1)[C:8]1[CH:9]=[CH:10][CH:11]=[CH:12][CH:13]=1 |f:1.2|. Procedure: Starting materials: ethyl 5-((tert-butyldiphenylsilyloxy)methyl)-6-((2R,6S)-2,6-dimethylmorpholino)-7-fluorobenzo[d]isoxazole-3-carboxylate (Intermediate 204) and 3,3-difluoroazetidine hydrochloride. The reactants are C(C)N1N=CC(=C1)NC=1N=CC2=C(N1)N(N=N2)C2=CC=C(C=C2)C(C)(C)O (2-{4-[5-(1-ethyl-1H-pyrazol-4-ylamino)-[1,2,3]triazolo[4,5-d]pyrimidin-3-yl]-phenyl}-propan-2-ol), C(C)N(CC)S(F)(F)F (Diethylaminosulfurtrifluoride). The solvent is ClCCl (dichloromethane). Conditions: temperature -78 celsius, time 1 hour. Yields the product C(C)N1N=CC(=C1)NC=1N=CC2=C(N1)N(N=N2)C2=CC=C(C=C2)C(C)(C)F ((1-ethyl-1H-pyrazol-4-yl)-{3-[4-(1-fluoro-1-methyl-ethyl)-phenyl]-3H-[1,2,3]triazolo[4,5-d]pyrimidin-5-yl}-amine). RXN SMILES: [CH2:1]([N:3]1[CH:7]=[C:6]([NH:8][C:9]2[N:10]=[CH:11][C:12]3[N:17]=[N:16][N:15]([C:18]4[CH:23]=[CH:22][C:21]([C:24](O)([CH3:26])[CH3:25])=[CH:20][CH:19]=4)[C:13]=3[N:14]=2)[CH:5]=[N:4]1)[CH3:2].C(N(S(F)(F)[F:34])CC)C>ClCCl>[CH2:1]([N:3]1[CH:7]=[C:6]([NH:8][C:9]2[N:10]=[CH:11][C:12]3[N:17]=[N:16][N:15]([C:18]4[CH:23]=[CH:22][C:21]([C:24]([F:34])([CH3:26])[CH3:25])=[CH:20][CH:19]=4)[C:13]=3[N:14]=2)[CH:5]=[N:4]1)[CH3:2]. Procedure details: A suspension of 2-{4-[5-(1-ethyl-1H-pyrazol-4-ylamino)-[1,2,3]triazolo[4,5-d]pyrimidin-3-yl]-phenyl}-propan-2-ol (138 mg, 0.38 mmol) in dichloromethane (3 ml) is cooled to −78° C. Diethylaminosulfurtrifluoride (201 μl, 1.52 mmol) is added. The reaction mixture is allowed to reach room temperature over 1 hour. The reaction mixture is evaporated and the residue is treated with water and saturated sodium hydrogen carbonate solution. The solids are filtered off and chromatographed on a silica gel co... Reaction SMILES: [C:1]([O:2][C:3](=[O:4])[NH:7][CH:8]([CH2:9][c:10]1[cH:11][cH:12][c:13]([C:16]([F:17])([F:18])[F:19])[cH:14][cH:15]1)[CH2:20][CH2:21][c:22]1[n:23][c:24](-[c:27]2[cH:28][c:29]3[cH:30][cH:31][n:32][cH:33][c:34]3[cH:35][cH:36]2)[n:25][o:26]1)([CH3:5])([CH3:6])[CH3:37].[Cl:45][CH2:46][Cl:47].[F:38][C:39]([F:40])([F:41])[C:42]([OH:43])=[O:44]>>[NH2:7][CH:8]([CH2:9][c:10]1[cH:11][cH:12][c:13]([C:16]([F:17])([F:18])[F:19])[cH:14][cH:15]1)[CH2:20][CH2:21][c:22]1[n:23][c:24](-[c:27]2[cH:28][c:29]3[cH:30][cH:31][n:32][cH:33][c:34]3[cH:35][cH:36]2)[n:25][o:26]1. Yields the product NC(CCc1nc(-c2ccc3cnccc3c2)no1)Cc1ccc(C(F)(F)F)cc1. The reactants are CC(C)(C)OC(=O)NC(CCc1nc(-c2ccc3cnccc3c2)no1)Cc1ccc(C(F)(F)F)cc1, ClCCl, O=C(O)C(F)(F)F. The reactants are C(C)(C)(C)OC(=O)N1CCC2=C(N(N=C2CC1)CC)OS(=O)(=O)C(F)(F)F (2-ethyl-3-trifluoromethanesulfonyloxy-4,5,7,8-tetrahydro-2H-1,2,6-triaza-azulene-6-carboxylic acid tert-butyl ester), ClC1=C(C=CC=C1)B(O)O (2-chlorophenylboronic acid). Product: ClC1=C(C=CC=C1)C=1N(N=C2CCNCCC12)CC (3-(2-Chloro-phenyl)-2-ethyl-2,4,5,6,7,8-hexahydro-1,2,6-triaza-azulene). The yield is 48.2%. Reaction SMILES: C(OC([N:8]1[CH2:17][CH2:16][C:15]2[C:11](=[C:12](OS(C(F)(F)F)(=O)=O)[N:13]([CH2:18][CH3:19])[N:14]=2)[CH2:10][CH2:9]1)=O)(C)(C)C.[Cl:28][C:29]1[CH:34]=[CH:33][CH:32]=[CH:31][C:30]=1B(O)O>>[Cl:28][C:29]1[CH:34]=[CH:33][CH:32]=[CH:31][C:30]=1[C:12]1[N:13]([CH2:18][CH3:19])[N:14]=[C:15]2[C:11]=1[CH2:10][CH2:9][NH:8][CH2:17][CH2:16]2. Procedure details: The title compound (73 mg) was prepared according to Example 263 using 227 mg of 2-ethyl-3-trifluoromethanesulfonyloxy-4,5,7,8-tetrahydro-2H-1,2,6-triaza-azulene-6-carboxylic acid tert-butyl ester (Example 193, Step A) and 120 mg of 2-chlorophenylboronic acid. MS (ESI): exact mass calculated for C15H18ClN3, 275.12. found, m/z 276.4 [M+H]+, 278.4 [M+H]+. 1H NMR (500 MHz, CD3OD): 7.64-7.62 (m, 1H), 7.58-7.48 (m, 2H), 7.41-7.39 (m, 1H), 3.97-3.86 (m, 2H), 3.44-3.42 (m, 2H), 3.20-3.17 (m, 2H), 2.70-... Reactants: NCC(=O)N(C1=CC=CC=C1)CC(=O)NCC1CC1 (2-(2-amino-N-phenylacetamido)-N-cyclopropylmethylacetamide), CC=1C=C(C=CC1)N=C=O (3-methylphenyl isocyanate). Yields the product C1(CC1)CNC(CN(C(CNC(=O)NC1=CC(=CC=C1)C)=O)C1=CC=CC=C1)=O (N-cyclopropylmethyl-2-{2-[3-(3-methylphenyl)ureido]-N-phenylacetamido}acetamide). Isolated yield 75.0%. Reaction SMILES: [NH2:1][CH2:2][C:3]([N:5]([CH2:12][C:13]([NH:15][CH2:16][CH:17]1[CH2:19][CH2:18]1)=[O:14])[C:6]1[CH:11]=[CH:10][CH:9]=[CH:8][CH:7]=1)=[O:4].[CH3:20][C:21]1[CH:22]=[C:23]([N:27]=[C:28]=[O:29])[CH:24]=[CH:25][CH:26]=1>>[CH:17]1([CH2:16][NH:15][C:13](=[O:14])[CH2:12][N:5]([C:6]2[CH:11]=[CH:10][CH:9]=[CH:8][CH:7]=2)[C:3](=[O:4])[CH2:2][NH:1][C:28]([NH:27][C:23]2[CH:24]=[CH:25][CH:26]=[C:21]([CH3:20])[CH:22]=2)=[O:29])[CH2:19][CH2:18]1. Procedure: The procedure is analogous to that described in Example 1, but 0.9 g of 2-(2-amino-N-phenylacetamido)-N-cyclopropylmethylacetamide and 0.45 g of 3-methylphenyl isocyanate are used as the starting material. After recrystallization from acetonitrile, 1 g of N-cyclopropylmethyl-2-{2-[3-(3-methylphenyl)ureido]-N-phenylacetamido}acetamide melting at 168° C. is obtained. Reactants: Oc1ccc(Br)cc1, C1CCOC1, CCOCC, CC(C)OC(=O)N=NC(=O)OC(C)C, CC(C)OC(=O)N1CCC(CO)CC1, c1ccc(P(c2ccccc2)c2ccccc2)cc1. The product is CC(C)OC(=O)N1CCC(COc2ccc(Br)cc2)CC1. As a reaction SMILES: [Br:29][c:30]1[cH:31][cH:32][c:33]([OH:36])[cH:34][cH:35]1.[CH2:56]1[O:57][CH2:58][CH2:59][CH2:60]1.[CH3:61][CH2:62][O:63][CH2:64][CH3:65].[O:1]=[C:2]([O:3][CH:4]([CH3:5])[CH3:6])[N:7]=[N:8][C:9]([O:10][CH:11]([CH3:12])[CH3:13])=[O:14].[OH:15][CH2:16][CH:17]1[CH2:18][CH2:19][N:20]([C:23](=[O:24])[O:25][CH:26]([CH3:27])[CH3:28])[CH2:21][CH2:22]1.[c:37]1([P:38]([c:39]2[cH:40][cH:41][cH:42][cH:43][cH:44]2)[c:45]2[cH:46][cH:47][cH:48][cH:49][cH:50]2)[cH:51][cH:52][cH:53][cH:54][cH:55]1>>[O:15]([CH2:16][CH:17]1[CH2:18][CH2:19][N:20]([C:23](=[O:24])[O:25][CH:26]([CH3:27])[CH3:28])[CH2:21][CH2:22]1)[c:33]1[cH:32][cH:31][c:30]([Br:29])[cH:35][cH:34]1.